This data is from the Open Reaction Database (ORD), a public repository of structured organic reaction records. The task is: describe an organic reaction: reactants, conditions, products, and yield Reactants: O=C(O)C(=O)O, CC(=O)[O-], CCCCNN, CCOC(=O)C(=O)C(C)C, ClC(Cl)Cl, [Mg+2], [Na+], O=S(=O)([O-])[O-]. Product: CCCCNN=C(C(=O)OCC)C(C)C. Reaction SMILES: [C:11]([OH:12])(=[O:13])[C:14]([OH:15])=[O:16].[C:23]([O-:24])(=[O:25])[CH3:26].[CH2:17]([CH2:18][CH2:19][CH3:20])[NH:21][NH2:22].[CH2:1]([CH3:2])[O:3][C:4]([C:5]([CH:6]([CH3:7])[CH3:8])=[O:9])=[O:10].[Cl:34][CH:35]([Cl:36])[Cl:37].[Mg+2:28].[Na+:27].[O-:29][S:30]([O-:31])(=[O:32])=[O:33]>>[CH2:1]([CH3:2])[O:3][C:4]([C:5]([CH:6]([CH3:7])[CH3:8])=[N:22][NH:21][CH2:17][CH2:18][CH2:19][CH3:20])=[O:10]. Reactants: ClC=1C=C(CN2C[C@@H](OCC2)CNC(=O)NCCCC(=O)OC(C)(C)C)C=CC1Cl (tert-Butyl 4-{[({[(2S)-4-(3,4-dichlorobenzyl)morpholin-2-yl]methyl}amino)carbonyl]amino}butanoate). Solvent: Cl (hydrogen chloride), O1CCOCC1 (dioxane). Run at time 19.5 hour. Yields the product Cl.ClC=1C=C(CN2C[C@@H](OCC2)CNC(=O)NCCCC(=O)O)C=CC1Cl (4-{[({[(2S)-4-(3,4-Dichlorobenzyl)morpholin-2-yl]methyl}amino)carbonyl]amino}butanoic Acid Hydrochloride). Isolated yield 199.8%. As a reaction SMILES: [Cl:1][C:2]1[CH:3]=[C:4]([CH:27]=[CH:28][C:29]=1[Cl:30])[CH2:5][N:6]1[CH2:11][CH2:10][O:9][C@@H:8]([CH2:12][NH:13][C:14]([NH:16][CH2:17][CH2:18][CH2:19][C:20]([O:22]C(C)(C)C)=[O:21])=[O:15])[CH2:7]1>Cl.O1CCOCC1>[ClH:1].[Cl:1][C:2]1[CH:3]=[C:4]([CH:27]=[CH:28][C:29]=1[Cl:30])[CH2:5][N:6]1[CH2:11][CH2:10][O:9][C@@H:8]([CH2:12][NH:13][C:14]([NH:16][CH2:17][CH2:18][CH2:19][C:20]([OH:22])=[O:21])=[O:15])[CH2:7]1 |f:3.4|. Reported procedure: Intermediate 25 (0.345 g) was dissolved in 4M hydrogen chloride in dioxane (5 ml), and the mixture was allowed to stand at 22° C. for 19.5 h. The solvent was evaporated in vacuo to give the title compound as a white solid (0.330 g). Reactants: OCC1=CC=C(C=C1)B(O)O ([4-(hydroxymethyl)phenyl]boronic acid), FC(S(=O)(=O)OC1=NN(C=C1)C)(F)F (1-methyl-1H-pyrazol-3-yl trifluoromethanesulfonate), C([O-])([O-])=O.[Cs+].[Cs+] (cesium carbonate), C(C)O (ethanol). Reagents/catalysts: C1=CC=C(C=C1)P([C-]2C=CC=C2)C3=CC=CC=C3.C1=CC=C(C=C1)P([C-]2C=CC=C2)C3=CC=CC=C3.Cl[Pd]Cl.[Fe+2].ClCCl ([1,1′-bis(diphenylphosphino)ferrocene]dichloropalladium(II) dichloromethane). Run in C1(=CC=CC=C1)C (toluene), O (water), C(C)(=O)OCC (ethyl acetate). The product is CN1N=C(C=C1)C1=CC=C(C=C1)CO ([4-(1-methyl-1H-pyrazol-3-yl)phenyl]methanol). Yield: 27.2%. RXN SMILES: [OH:1][CH2:2][C:3]1[CH:8]=[CH:7][C:6](B(O)O)=[CH:5][CH:4]=1.FC(F)(F)S(O[C:18]1[CH:22]=[CH:21][N:20]([CH3:23])[N:19]=1)(=O)=O.C(=O)([O-])[O-].[Cs+].[Cs+].C(O)C>C1(C)C=CC=CC=1.C(OCC)(=O)C.C1C=CC(P(C2C=CC=CC=2)[C-]2C=CC=C2)=CC=1.C1C=CC(P(C2C=CC=CC=2)[C-]2C=CC=C2)=CC=1.Cl[Pd]Cl.[Fe+2].ClCCl.O>[CH3:23][N:20]1[CH:21]=[CH:22][C:18]([C:6]2[CH:7]=[CH:8][C:3]([CH2:2][OH:1])=[CH:4][CH:5]=2)=[N:19]1 |f:2.3.4,8.9.10.11.12|. Reported procedure: A mixture of [4-(hydroxymethyl)phenyl]boronic acid (4.46 g), 1-methyl-1H-pyrazol-3-yl trifluoromethanesulfonate (4.50 g), cesium carbonate (19.1 g) and [1,1′-bis(diphenylphosphino)ferrocene]dichloropalladium(II) dichloromethane adduct (0.80 g) in toluene (15.0 mL)-ethanol (1.00 mL)-water (1.00 mL) was subjected to microwave irradiation at 150° C. for 1 hr. The reaction mixture was diluted with ethyl acetate, and the insoluble substance was removed by filtration. The filtrate was washed successiv... The reactants are ClC1=NC=CC(=C1)C1(N=C(C2=C(C=CC=C12)F)N)C1=NC(=C(C(=C1)C)OC(F)F)C (3-(2-chloro-pyridin-4-yl)-3-(5-difluoromethoxy-4,6-dimethyl-pyridin-2-yl)-7-fluoro-3H-isoindol-1-ylamine), FC=1C=C(C=NC1)B(O)O (5-fluoropyridine-3-boronic acid), C(=O)([O-])[O-].[Na+].[Na+] (Na2CO3). Reagents/catalysts: C=1C=CC(=CC1)[P](C=2C=CC=CC2)(C=3C=CC=CC3)[Pd]([P](C=4C=CC=CC4)(C=5C=CC=CC5)C=6C=CC=CC6)([P](C=7C=CC=CC7)(C=8C=CC=CC8)C=9C=CC=CC9)[P](C=1C=CC=CC1)(C=1C=CC=CC1)C=1C=CC=CC1 (Pd(PPh3)4). Solvent: COCCOC (DME). Conditions: temperature 90 celsius. Product: FC(OC=1C(=CC(=NC1C)C1(N=C(C2=C(C=CC=C12)F)N)C1=CC(=NC=C1)C=1C=NC=C(C1)F)C)F (3-(5-Difluoromethoxy-4,6-dimethyl-pyridin-2-yl)-7-fluoro-3-(5′-fluoro-[2,3′]bipyridinyl-4-yl)-3H-isoindol-1-ylamine). The yield is 13.9%. As a reaction SMILES: Cl[C:2]1[CH:7]=[C:6]([C:8]2([C:19]3[CH:24]=[C:23]([CH3:25])[C:22]([O:26][CH:27]([F:29])[F:28])=[C:21]([CH3:30])[N:20]=3)[C:16]3[C:11](=[C:12]([F:17])[CH:13]=[CH:14][CH:15]=3)[C:10]([NH2:18])=[N:9]2)[CH:5]=[CH:4][N:3]=1.[F:31][C:32]1[CH:33]=[C:34](B(O)O)[CH:35]=[N:36][CH:37]=1.C([O-])([O-])=O.[Na+].[Na+]>COCCOC.C1C=CC([P]([Pd]([P](C2C=CC=CC=2)(C2C=CC=CC=2)C2C=CC=CC=2)([P](C2C=CC=CC=2)(C2C=CC=CC=2)C2C=CC=CC=2)[P](C2C=CC=CC=2)(C2C=CC=CC=2)C2C=CC=CC=2)(C2C=CC=CC=2)C2C=CC=CC=2)=CC=1>[F:28][CH:27]([F:29])[O:26][C:22]1[C:23]([CH3:25])=[CH:24][C:19]([C:8]2([C:6]3[CH:5]=[CH:4][N:3]=[C:2]([C:34]4[CH:35]=[N:36][CH:37]=[C:32]([F:31])[CH:33]=4)[CH:7]=3)[C:16]3[C:11](=[C:12]([F:17])[CH:13]=[CH:14][CH:15]=3)[C:10]([NH2:18])=[N:9]2)=[N:20][C:21]=1[CH3:30] |f:2.3.4,^1:56,58,77,96|. Reported procedure: A mixture of 3-(2-chloro-pyridin-4-yl)-3-(5-difluoromethoxy-4,6-dimethyl-pyridin-2-yl)-7-fluoro-3H-isoindol-1-ylamine 1 (0.14 g, 0.32 mmol), 5-fluoropyridine-3-boronic acid (0.068 g, 0.485 mmol), Pd(PPh3)4 (0.065 g, 0.056 mmol), aqueous Na2CO3 (2M, 1 mL, 2 mmol) in DME (4 mL) was degassed for 15 minutes using nitrogen and then heated in a sealed tube at 90° C. for 16 hours. The reaction mixture was cooled to room temperature, diluted with EtOAc (20 mL) and washed with saturated NaHCO3 solution (... Starting materials: FC1=CC=C(C=C1)C1=CC(=CNC1=O)C(=O)OC (methyl 5-(4-fluorophenyl)-6-oxo-1,6-dihydropyridine-3-carboxylate), BrC1=NC=CC=C1 (2-bromopyridine), CN[C@@H]1CCCC[C@H]1NC (trans-(1R,2R)—N,N′-bismethyl-1,2-cyclohexanediamine), C([O-])([O-])=O.[K+].[K+] (potassium carbonate). Run in ClCCl (dichloromethane), O1CCOCC1 (dioxane). Reaction conditions: temperature 120 celsius. The product is FC1=CC=C(C=C1)C=1C(N(C=C(C1)C(=O)OC)C1=NC=CC=C1)=O (Methyl 3-(4-fluorophenyl)-2-oxo-2H-1,2′-bipyridine-5-carboxylate). Yield: 93.5%. As a reaction SMILES: [F:1][C:2]1[CH:7]=[CH:6][C:5]([C:8]2[C:13](=[O:14])[NH:12][CH:11]=[C:10]([C:15]([O:17][CH3:18])=[O:16])[CH:9]=2)=[CH:4][CH:3]=1.Br[C:20]1[CH:25]=[CH:24][CH:23]=[CH:22][N:21]=1.CN[C@H]1[C@H](NC)CCCC1.C(=O)([O-])[O-].[K+].[K+]>O1CCOCC1.ClCCl>[F:1][C:2]1[CH:3]=[CH:4][C:5]([C:8]2[C:13](=[O:14])[N:12]([C:20]3[CH:25]=[CH:24][CH:23]=[CH:22][N:21]=3)[CH:11]=[C:10]([C:15]([O:17][CH3:18])=[O:16])[CH:9]=2)=[CH:6][CH:7]=1 |f:3.4.5|. Procedure details: To a solution of methyl 5-(4-fluorophenyl)-6-oxo-1,6-dihydropyridine-3-carboxylate (77.0 mg, 0.31 mmol) in dioxane (2.1 mL) were added 2-bromopyridine (0.15 g, 0.92 mmol), trans-(1R,2R)—N,N′-bismethyl-1,2-cyclohexanediamine (17.7 mg, 0.13 mmol) and potassium carbonate (86.0 mg, 0.62 mmol). The mixture was heated in the microwave reactor at 120° C. for 1 h then heated in an oil bath at 80° C. for 8 h. The mixture was cooled to ambient temperature and dichloromethane was added. The mixture was was... Starting materials: COC(C1=CC=CC=C1)OC (benzaldehyde dimethyl acetal), C(C)(=O)Cl (acetyl chloride). Run at temperature 45 celsius, time 3 hour. Product: COC(C1=CC=CC=C1)Cl (α-chlorobenzyl methyl ether). The yield is 96.8%. As a reaction SMILES: [CH3:1][O:2][CH:3](OC)[C:4]1[CH:9]=[CH:8][CH:7]=[CH:6][CH:5]=1.C([Cl:15])(=O)C>>[CH3:1][O:2][CH:3]([Cl:15])[C:4]1[CH:9]=[CH:8][CH:7]=[CH:6][CH:5]=1. Procedure: To a 300 mL-volume Kjeldahl flask, 50 g of benzaldehyde dimethyl acetal and 27.08 g of acetyl chloride were added, and the mixture was stirred at 45° C. for 3 hours. After the reaction, the low boiling point residue was removed under reduced pressure to obtain 49.8 g of α-chlorobenzyl methyl ether. Product: C(CCCCCC)OC=1C=NC(=NC1)C1=CC=C(C=C1)OCC[C@@H](CCCCC)F ((R)-5-Heptyloxy-2-[4-(3-fluorooctyloxy)phenyl]pyrimidine). Procedure: The titled compound was synthesized from 5-heptyloxy-2-(4-hydroxyphenyl)pyrimidine and (R)-3-fluorooctyl methanesulfonate. Reactants: C(CCCCCC)OC=1C=NC(=NC1)C1=CC=C(C=C1)O (5-heptyloxy-2-(4-hydroxyphenyl)pyrimidine), CS(=O)(=O)OCC[C@@H](CCCCC)F ((R)-3-fluorooctyl methanesulfonate). Isolated yield 57.0%. Reaction SMILES: [CH2:1]([O:8][C:9]1[CH:10]=[N:11][C:12]([C:15]2[CH:20]=[CH:19][C:18]([OH:21])=[CH:17][CH:16]=2)=[N:13][CH:14]=1)[CH2:2][CH2:3][CH2:4][CH2:5][CH2:6][CH3:7].CS(O[CH2:27][CH2:28][C@H:29]([F:35])[CH2:30][CH2:31][CH2:32][CH2:33][CH3:34])(=O)=O>>[CH2:1]([O:8][C:9]1[CH:14]=[N:13][C:12]([C:15]2[CH:16]=[CH:17][C:18]([O:21][CH2:27][CH2:28][C@H:29]([F:35])[CH2:30][CH2:31][CH2:32][CH2:33][CH3:34])=[CH:19][CH:20]=2)=[N:11][CH:10]=1)[CH2:2][CH2:3][CH2:4][CH2:5][CH2:6][CH3:7]. Starting materials: OC=1C=C(C(=CC1O)C)C(=O)C=1C=NC=CC1 ((3,4-dihydroxy-6-methylphenyl)-(3-pyridyl)-methanone), BrC(C(=O)O)Br (dibromoacetic acid). The solvent is CS(=O)C.O (dimethyl sulfoxide water). Yields the product CC1=CC2=C(OC(O2)C(=O)O)C=C1C(C1=CN=CC=C1)=O (5-methyl-6-nicotinoyl-1,3-benzodioxole-2-carboxylic acid). Reaction SMILES: [OH:1][C:2]1[CH:3]=[C:4]([C:10]([C:12]2[CH:13]=[N:14][CH:15]=[CH:16][CH:17]=2)=[O:11])[C:5]([CH3:9])=[CH:6][C:7]=1[OH:8].Br[CH:19](Br)[C:20]([OH:22])=[O:21]>CS(C)=O.O>[CH3:9][C:5]1[C:4]([C:10](=[O:11])[C:12]2[CH:17]=[CH:16][CH:15]=[N:14][CH:13]=2)=[CH:3][C:2]2[O:1][CH:19]([C:20]([OH:22])=[O:21])[O:8][C:7]=2[CH:6]=1 |f:2.3|. Procedure details: By reaction of 17.3 g (0.075 mol) of (3,4-dihydroxy-6-methylphenyl)-(3-pyridyl)-methanone with 16.5 g (0.075 mol) of dibromoacetic acid, analogously to Example 3, there is obtained 5-methyl-6-nicotinoyl-1,3-benzodioxole-2-carboxylic acid as sand-coloured crystals, m.p. 250°-232° C. (from dimethyl sulfoxide/water). Yields the product Cc1nc(NC(=O)c2ccncc2)sc1C(=O)NCc1ccccc1. The reactants are CN1CCOCC1, Cc1nc(NC(=O)c2ccncc2)sc1C(=O)O, COc1nc(Cl)nc(OC)n1, NCc1ccccc1, C1CCOC1. As a reaction SMILES: [CH3:19][N:20]1[CH2:21][CH2:22][O:23][CH2:24][CH2:25]1.[CH3:1][c:2]1[n:3][c:4]([NH:10][C:11](=[O:12])[c:13]2[cH:14][cH:15][n:16][cH:17][cH:18]2)[s:5][c:6]1[C:7](=[O:8])[OH:9].[Cl:26][c:27]1[n:28][c:29]([O:30][CH3:31])[n:32][c:33]([O:34][CH3:35])[n:36]1.[NH2:37][CH2:38][c:39]1[cH:40][cH:41][cH:42][cH:43][cH:44]1.[O:45]1[CH2:46][CH2:47][CH2:48][CH2:49]1>>[CH3:1][c:2]1[n:3][c:4]([NH:10][C:11](=[O:12])[c:13]2[cH:14][cH:15][n:16][cH:17][cH:18]2)[s:5][c:6]1[C:7](=[O:9])[NH:37][CH2:38][c:39]1[cH:40][cH:41][cH:42][cH:43][cH:44]1. The reactants are ClC1=CC(=C(C=O)C=C1OC)F (4-Chloro-2-fluoro-5-methoxy benzaldehyde), FC1=CC=C(C=C1)NN (4-fluorophenylhydrazine), C([O-])([O-])=O.[Cs+].[Cs+] (cesium carbonate). Solvent: CN1CCCC1 (N-methylpyrrolidine). Reaction conditions: temperature 150 celsius. The product is FC1=CC=C(C=C1)N1N=CC2=CC(=C(C=C12)Cl)OC (1-(4-Fluorophenyl)-6-chloro-5-methoxy-1H-indazole). As a reaction SMILES: [Cl:1][C:2]1[C:9]([O:10][CH3:11])=[CH:8][C:5]([CH:6]=O)=[C:4](F)[CH:3]=1.[F:13][C:14]1[CH:19]=[CH:18][C:17]([NH:20][NH2:21])=[CH:16][CH:15]=1.C(=O)([O-])[O-].[Cs+].[Cs+]>CN1CCCC1>[F:13][C:14]1[CH:19]=[CH:18][C:17]([N:20]2[C:4]3[C:5](=[CH:8][C:9]([O:10][CH3:11])=[C:2]([Cl:1])[CH:3]=3)[CH:6]=[N:21]2)=[CH:16][CH:15]=1 |f:2.3.4|. Procedure: 4-Chloro-2-fluoro-5-methoxy benzaldehyde (204 mg, 1.1 mmol) and 4-fluorophenylhydrazine (176 mg, 1.1 mmol) were dissolved in N-methylpyrrolidine (5 mL). After addition of cesium carbonate (1.15 g, 3.3 mmol) the mixture was heated in a microwave reactor (CEM Discovery, 150 Watt) to 150° C. for 20 min. After dilution with DCM the mixture was washed with sat. NaHCO3, brine and the organic phase was evaporated. After purification of the crude by flash chromatography on silica gel 253 mg (84%) of the...